Dataset: the Open Reaction Database (ORD), a public repository of structured organic reaction records. Task: describe an organic reaction: reactants, conditions, products, and yield Run in C(=O)(C(F)(F)F)O (TFA). Product: ClC=1C(=C(C=CC1)C1(CCOCC1)C(=O)OCC)/C(=C/C(=O)OCC)/O ((Z)-ethyl 4-(3-chloro-2-(3-ethoxy-1-hydroxy-3-oxoprop-1-enyl)phenyl)-tetrahydro-2H-pyran-4-carboxylate). The yield is 39.2%. Reagents/catalysts: C(C)(=O)[O-].[Pd+2].C(C)(=O)[O-] (palladium(II) acetate). Procedure: A mixture of ethyl 4-(3-chloro-2-(3-ethoxy-3-oxoprop-1-ynyl)phenyl)-tetrahydro-2H-pyran-4-carboxylate (0.5 g, 1 mmol) in 1.5 mL TFA was stirred at room temperature and treated with lithium acetate (0.09 g, 1 mmol) and palladium(II) acetate (0.02 g, 0.07 mmol). The resulting solution was stirred at room temperature for 2 hours and concentrated. The residue was diluted with 100 mL EtOAc, washed with water (3×20 mL), 20 mL saturated NaCl, dried over anhydrous sodium sulfate, and concentrated. The c... Reactants: ClC=1C(=C(C=CC1)C1(CCOCC1)C(=O)OCC)C#CC(=O)OCC (ethyl 4-(3-chloro-2-(3-ethoxy-3-oxoprop-1-ynyl)phenyl)-tetrahydro-2H-pyran-4-carboxylate), C(C)(=O)[O-].[Li+] (lithium acetate). As a reaction SMILES: [Cl:1][C:2]1[C:3]([C:19]#[C:20][C:21]([O:23][CH2:24][CH3:25])=[O:22])=[C:4]([C:8]2([C:14]([O:16][CH2:17][CH3:18])=[O:15])[CH2:13][CH2:12][O:11][CH2:10][CH2:9]2)[CH:5]=[CH:6][CH:7]=1.C([O-])(=[O:28])C.[Li+]>C(O)(C(F)(F)F)=O.C([O-])(=O)C.[Pd+2].C([O-])(=O)C>[Cl:1][C:2]1[C:3](/[C:19](/[OH:28])=[CH:20]/[C:21]([O:23][CH2:24][CH3:25])=[O:22])=[C:4]([C:8]2([C:14]([O:16][CH2:17][CH3:18])=[O:15])[CH2:9][CH2:10][O:11][CH2:12][CH2:13]2)[CH:5]=[CH:6][CH:7]=1 |f:1.2,4.5.6|. The reactants are Cc1nc(C(C)(CC2CC2)NC(=O)OC(C)(C)C)no1, CO, Cl. The product is Cl, Cc1nc(C(C)(N)CC2CC2)no1. RXN SMILES: [C:1]([O:2][C:3](=[O:4])[NH:7][C:8]([CH2:9][CH:10]1[CH2:11][CH2:12]1)([c:13]1[n:14][o:15][c:16]([CH3:18])[n:17]1)[CH3:19])([CH3:5])([CH3:6])[CH3:20].[CH3:22][OH:23].[ClH:21]>>[ClH:21].[NH2:7][C:8]([CH2:9][CH:10]1[CH2:11][CH2:12]1)([c:13]1[n:14][o:15][c:16]([CH3:18])[n:17]1)[CH3:19]. The reactants are FC=1C=C(C=C(C1)F)/C=C/C(=O)C=1C=CC(N(C1)C)=O ((E)-5-(3-(3,5-difluorophenyl)acryloyl)-1-methylpyridin-2(1H)-one), CS(=O)(=O)C1=CC=C(C=C1)B(O)O (4-(methylsulfonyl)phenylboronic acid), C(O)([O-])=O.[Na+] (sodium hydrogencarbonate). The reagents and catalysts are C1/C=C\CC/C=C\C1.C1/C=C\CC/C=C\C1.[Cl-].[Cl-].[Rh].[Rh] (chloro(1,5-cyclooctadiene)rhodium(I) dimer). Run in O1CCOCC1 (1,4-dioxane), O (water). The product is FC=1C=C(C=C(C1)F)C(CC(=O)C=1C=CC(N(C1)C)=O)C1=CC=C(C=C1)S(=O)(=O)C (5-(3-(3,5-Difluorophenyl)-3-(4-(methylsulfonyl)phenyl)propanoyl)-1-methylpyridin-2(1H)-one). RXN SMILES: [F:1][C:2]1[CH:3]=[C:4](/[CH:9]=[CH:10]/[C:11]([C:13]2[CH:14]=[CH:15][C:16](=[O:20])[N:17]([CH3:19])[CH:18]=2)=[O:12])[CH:5]=[C:6]([F:8])[CH:7]=1.[CH3:21][S:22]([C:25]1[CH:30]=[CH:29][C:28](B(O)O)=[CH:27][CH:26]=1)(=[O:24])=[O:23].C(=O)([O-])O.[Na+]>O1CCOCC1.O.C1CC=CCCC=C1.C1CC=CCCC=C1.[Cl-].[Cl-].[Rh].[Rh]>[F:8][C:6]1[CH:5]=[C:4]([CH:9]([C:28]2[CH:29]=[CH:30][C:25]([S:22]([CH3:21])(=[O:24])=[O:23])=[CH:26][CH:27]=2)[CH2:10][C:11]([C:13]2[CH:14]=[CH:15][C:16](=[O:20])[N:17]([CH3:19])[CH:18]=2)=[O:12])[CH:3]=[C:2]([F:1])[CH:7]=1 |f:2.3,6.7.8.9.10.11|. Procedure: In analogy to example 203, step 1, (E)-5-(3-(3,5-difluorophenyl)acryloyl)-1-methylpyridin-2(1H)-one was reacted with 4-(methylsulfonyl)phenylboronic acid in the presence of chloro(1,5-cyclooctadiene)rhodium(I) dimer and sodium hydrogencarbonate in 1,4-dioxane and water at 60° C. to give the title compound as a yellow solid, MS (ESI+): m/z=432.3 [M+H]+.